The task is: describe an organic reaction: reactants, conditions, products, and yield. This data is from the Open Reaction Database (ORD), a public repository of structured organic reaction records. Reactants: CC(C)(C)OC(=O)N1CCc2cc(N)ccc2C1, CC(=O)O[BH-](OC(C)=O)OC(C)=O, CC(=O)O, O=Cc1ccccc1, ClCCl, [Na+]. The product is CC(C)(C)OC(=O)N1CCc2cc(NCc3ccccc3)ccc2C1. As a reaction SMILES: [C:1]([CH3:2])([CH3:3])([CH3:4])[O:5][C:6](=[O:7])[N:8]1[CH2:9][c:10]2[cH:11][cH:12][c:13]([NH2:18])[cH:14][c:15]2[CH2:16][CH2:17]1.[C:31]([O:32][BH-:33]([O:34][C:35](=[O:36])[CH3:37])[O:38][C:39](=[O:40])[CH3:41])(=[O:42])[CH3:43].[CH3:27][C:28](=[O:29])[OH:30].[CH:19](=[O:20])[c:21]1[cH:22][cH:23][cH:24][cH:25][cH:26]1.[Cl:45][CH2:46][Cl:47].[Na+:44]>>[C:1]([CH3:2])([CH3:3])([CH3:4])[O:5][C:6](=[O:7])[N:8]1[CH2:9][c:10]2[cH:11][cH:12][c:13]([NH:18][CH2:19][c:21]3[cH:22][cH:23][cH:24][cH:25][cH:26]3)[cH:14][c:15]2[CH2:16][CH2:17]1. The reactants are O.C1(=CC=C(C=C1)S(=O)(=O)O)C (p-Toluenesulfonic acid monohydrate), mixture, resultant mixture, N1=CC=C(C=C1)C1=NC(=NN1)C1=CC(=NC=C1)C#N (4-[5-(pyridin-4-yl)-1H-1,2,4-triazol-3-yl]pyridine-2-carbonitrile). Run in O.CC(CC)O (water 2-butanol). The product is C1(=CC=C(C=C1)S(=O)(=O)O)C.N1=CC=C(C=C1)C1=NC(=NN1)C1=CC(=NC=C1)C#N (4-[5-(pyridin-4-yl)-1H-1,2,4-triazol-3-yl]pyridine-2-carbonitrile p-toluenesulfonate). RXN SMILES: O.[C:2]1([CH3:12])[CH:7]=[CH:6][C:5]([S:8]([OH:11])(=[O:10])=[O:9])=[CH:4][CH:3]=1.[N:13]1[CH:18]=[CH:17][C:16]([C:19]2[NH:23][N:22]=[C:21]([C:24]3[CH:29]=[CH:28][N:27]=[C:26]([C:30]#[N:31])[CH:25]=3)[N:20]=2)=[CH:15][CH:14]=1>O.CC(O)CC>[C:2]1([CH3:12])[CH:3]=[CH:4][C:5]([S:8]([OH:11])(=[O:9])=[O:10])=[CH:6][CH:7]=1.[N:13]1[CH:18]=[CH:17][C:16]([C:19]2[NH:23][N:22]=[C:21]([C:24]3[CH:29]=[CH:28][N:27]=[C:26]([C:30]#[N:31])[CH:25]=3)[N:20]=2)=[CH:15][CH:14]=1 |f:0.1,3.4,5.6|. Reported procedure: p-Toluenesulfonic acid monohydrate (6.62 g) was added to a water-2-butanol (10:1) mixture (55 mL). Subsequently, 4-[5-(pyridin-4-yl)-1H-1,2,4-triazol-3-yl]pyridine-2-carbonitrile (7.85 g) was added thereto at 80° C., and the resultant mixture was stirred at 80° C. for 1 hour. The reaction mixture was cooled to room temperature, and the precipitated crystals were recovered through filtration. The crystals were washed with a water-2-butanol (10:1) mixture (40 mL) and dried at 80° C. for 10 hours u... The reactants are ClC=1C=C(C=CC1Cl)C=1C=C(C=NC1)CO ([5-(3,4-dichloro-phenyl)-pyridine-3-yl]-methanol), S(=O)(Cl)Cl (thionyl chloride). Product: Cl.ClCC=1C=NC=C(C1)C1=CC(=C(C=C1)Cl)Cl (3-Chloromethyl-5-(3,4-dichloro-phenyl)-pyridine Hydrochloride). The yield is 98.0%. As a reaction SMILES: [Cl:1][C:2]1[CH:3]=[C:4]([C:9]2[CH:10]=[C:11]([CH2:15]O)[CH:12]=[N:13][CH:14]=2)[CH:5]=[CH:6][C:7]=1[Cl:8].S(Cl)([Cl:19])=O>>[ClH:1].[Cl:19][CH2:15][C:11]1[CH:12]=[N:13][CH:14]=[C:9]([C:4]2[CH:5]=[CH:6][C:7]([Cl:8])=[C:2]([Cl:1])[CH:3]=2)[CH:10]=1 |f:2.3|. Procedure details: A solution of [5-(3,4-dichloro-phenyl)-pyridine-3-yl]-methanol (470 mg, 1.9 mmol) in thionyl chloride (4.9 ml) was stirred at 20° C. for 15 h. Evaporation of the thionyl chloride and drying under high vacuum at 50° C. for 2 h afforded the title compound (558 mg, 98%) as a light yellow solid. MS: m/e=271.0 (M+). Starting materials: C(C(C)(C)C)(=O)OCI (iodomethyl pivalate), NC=1SC=C(N1)/C(/C(=O)NC1[C@@H]2N(C(=C(CS2)CC2COCC2)C(=S)[O-])C1=O)=N/OC.[Na+] (Sodium 7-[(Z)-2-(2-aminothiazol-4-yl)-2-methoxyiminoacetamido]-3-(tetrahydrofuran-3-yl)methylthio-3-cephem-4-carboxylate), O (water). Solvent: CN(C=O)C (dimethylformamide). Run at temperature -20 celsius, time 30 minute. The product is NC=1SC=C(N1)/C(/C(=O)NC1[C@@H]2N(C(=C(CS2)CC2COCC2)C(=S)OCOC(C(C)(C)C)=O)C1=O)=N/OC (pivaloyloxymethyl 7-[(Z)-2-(2-aminothiazol-4-yl)-2-methoxyiminoacetamido]-3-(tetrahydrofuran-3-yl)methylthio-3-cephem-4-carboxylate). The yield is 91.7%. RXN SMILES: [NH2:1][C:2]1[S:3][CH:4]=[C:5](/[C:7](=[N:29]/[O:30][CH3:31])/[C:8]([NH:10][CH:11]2[C:27](=[O:28])[N:13]3[C:14]([C:24]([O-:26])=[S:25])=[C:15]([CH2:18][CH:19]4[CH2:23][CH2:22][O:21][CH2:20]4)[CH2:16][S:17][C@H:12]23)=[O:9])[N:6]=1.[Na+].[C:33]([O:39][CH2:40]I)(=[O:38])[C:34]([CH3:37])([CH3:36])[CH3:35].O>CN(C)C=O>[NH2:1][C:2]1[S:3][CH:4]=[C:5](/[C:7](=[N:29]/[O:30][CH3:31])/[C:8]([NH:10][CH:11]2[C:27](=[O:28])[N:13]3[C:14]([C:24]([O:26][CH2:40][O:39][C:33](=[O:38])[C:34]([CH3:37])([CH3:36])[CH3:35])=[S:25])=[C:15]([CH2:18][CH:19]4[CH2:23][CH2:22][O:21][CH2:20]4)[CH2:16][S:17][C@H:12]23)=[O:9])[N:6]=1 |f:0.1|. Procedure details: Sodium 7-[(Z)-2-(2-aminothiazol-4-yl)-2-methoxyiminoacetamido]-3-(tetrahydrofuran-3-yl)methylthio-3-cephem-4-carboxylate (71 mg) was dissolved in dimethylformamide (1 ml) and the solution was cooled to -20° C. The solution, after addition of iodomethyl pivalate (66 mg) thereto, was stirred at a temeprature of -20° to 10° C. for 30 minutes, after which cold water (10 ml) was added to the reaction solution. The resulting mixture was extracted with ethyl acetate (10 ml) and the organic layer separa... Starting materials: Oc1ccc2cc(Br)ccc2c1, C1CCOC1, [H-], CCCCI, [Na+], CN(C)C=O, O. The product is CCCCOc1ccc2cc(Br)ccc2c1. As a reaction SMILES: [Br:3][c:4]1[cH:5][c:6]2[cH:7][cH:8][c:9]([OH:14])[cH:10][c:11]2[cH:12][cH:13]1.[CH2:25]1[O:26][CH2:27][CH2:28][CH2:29]1.[H-:1].[I:15][CH2:16][CH2:17][CH2:18][CH3:19].[Na+:2].[O:20]=[CH:21][N:22]([CH3:23])[CH3:24].[OH2:30]>>[Br:3][c:4]1[cH:5][c:6]2[cH:7][cH:8][c:9]([O:14][CH2:16][CH2:17][CH2:18][CH3:19])[cH:10][c:11]2[cH:12][cH:13]1. Starting materials: CC(C)(C)c1ccc(C=O)cc1, CC(=O)O[BH-](OC(C)=O)OC(C)=O, CCOC(C)=O, ClCCl, CC(C)CC(N)C(=O)N1CCN(C(c2ccc(F)cc2)c2ccc(F)cc2)CC1, [Na+], [Na+], O=C([O-])O. Product: CC(C)CC(NCc1ccc(C(C)(C)C)cc1)C(=O)N1CCN(C(c2ccc(F)cc2)c2ccc(F)cc2)CC1. Reaction SMILES: [C:30]([CH3:31])([CH3:32])([CH3:33])[c:34]1[cH:35][cH:36][c:37]([CH:38]=[O:39])[cH:40][cH:41]1.[C:42]([O:43][BH-:44]([O:45][C:46](=[O:47])[CH3:48])[O:49][C:50](=[O:51])[CH3:52])(=[O:53])[CH3:54].[CH3:64][CH2:65][O:66][C:67]([CH3:68])=[O:69].[Cl:61][CH2:62][Cl:63].[NH2:1][CH:2]([C:3](=[O:4])[N:5]1[CH2:6][CH2:7][N:8]([CH:11]([c:12]2[cH:13][cH:14][c:15]([F:18])[cH:16][cH:17]2)[c:19]2[cH:20][cH:21][c:22]([F:25])[cH:23][cH:24]2)[CH2:9][CH2:10]1)[CH2:26][CH:27]([CH3:28])[CH3:29].[Na+:55].[Na+:60].[O-:56][C:57]([OH:58])=[O:59]>>[NH:1]([CH:2]([C:3](=[O:4])[N:5]1[CH2:6][CH2:7][N:8]([CH:11]([c:12]2[cH:13][cH:14][c:15]([F:18])[cH:16][cH:17]2)[c:19]2[cH:20][cH:21][c:22]([F:25])[cH:23][cH:24]2)[CH2:9][CH2:10]1)[CH2:26][CH:27]([CH3:28])[CH3:29])[CH2:38][c:37]1[cH:36][cH:35][c:34]([C:30]([CH3:31])([CH3:32])[CH3:33])[cH:41][cH:40]1. Reactants: COC=1C=CC(=C(C1)C=1OC2=C(N1)C(=CC=C2)CNCC2=NC=CC=C2)OCOC (2-(5-methoxy-2-methoxymethoxyphenyl)-4-(2-pyridylmethyl)aminomethylbenzoxazole), BrCC1=CC=CC2=C1N=C(O2)C2=C(C=C(C(=C2)OC)OC)OCOC (4-bromomethyl-2-(4,5-dimethoxy-2-methoxymethoxyphenyl)benzoxazole). The product is COC1=CC(=C(C=C1OC)C=1OC2=C(N1)C(=CC=C2)CNCC2=NC=CC=C2)O (2-(4,5-dimethoxy-2-hydroxyphenyl)-4-(2-pyridylmethyl)aminomethyl-benzoxazole). As a reaction SMILES: [CH3:1][O:2][C:3]1[CH:4]=[CH:5][C:6]([O:27]COC)=[C:7]([C:9]2[O:10][C:11]3[CH:17]=[CH:16][CH:15]=[C:14]([CH2:18][NH:19][CH2:20][C:21]4[CH:26]=[CH:25][CH:24]=[CH:23][N:22]=4)[C:12]=3[N:13]=2)[CH:8]=1.BrCC1C2N=[C:40](C3C=C(OC)C(OC)=CC=3OCOC)[O:41]C=2C=CC=1>>[CH3:40][O:41][C:4]1[C:3]([O:2][CH3:1])=[CH:8][C:7]([C:9]2[O:10][C:11]3[CH:17]=[CH:16][CH:15]=[C:14]([CH2:18][NH:19][CH2:20][C:21]4[CH:26]=[CH:25][CH:24]=[CH:23][N:22]=4)[C:12]=3[N:13]=2)=[C:6]([OH:27])[CH:5]=1. Reported procedure: 2-(4,5-dimethoxy-2-hydroxyphenyl)-4-(2-pyridylmethyl)aminomethyl-benzoxazole (F19) was prepared in a similar manner for the preparation of 2-(5-methoxy-2-methoxymethoxyphenyl)-4-(2-pyridylmethyl)aminomethylbenzoxazole (F16) using 4-bromomethyl-2-(4,5-dimethoxy-2-methoxymethoxyphenyl)benzoxazole (F13) (612 mg, 1.59 mmol) instead of 4-bromomethyl-2-(5-methoxy-2-methoxymethoxyphenyl)benzoxazole (F12) in 17% (112 mg); 1H-NMR (500 MHz, CDCl3) δ3.56 (s, 3H), 3.95 (s, 3H), 3.97 (s, 3H), 4.02 (s, 2H), 4... The reactants are O (water), O1CCOC12CCC(CC2)O (1,4-dioxaspiro[4.5]decan-8-ol), O1CCOC12CCC(CC2)O (1,4-dioxaspiro[4.5]decan-8-ol), S(=O)(=O)(C1=CC=C(C)C=C1)Cl (tosylchloride). Run in N1=CC=CC=C1 (pyridine), petroleum ether. Run at time 8 hour. Product: CC1=CC=C(C=C1)S(=O)(=O)OC1CCC2(OCCO2)CC1 (1,4-Dioxaspiro[4.5]dec-8-yl 4-methyl-1-benzenesulfonate). As a reaction SMILES: [O:1]1[C:5]2([CH2:10][CH2:9][CH:8]([OH:11])[CH2:7][CH2:6]2)[O:4][CH2:3][CH2:2]1.[S:12](Cl)([C:15]1[CH:21]=[CH:20][C:18]([CH3:19])=[CH:17][CH:16]=1)(=[O:14])=[O:13].O>N1C=CC=CC=1>[CH3:19][C:18]1[CH:20]=[CH:21][C:15]([S:12]([O:11][CH:8]2[CH2:9][CH2:10][C:5]3([O:4][CH2:3][CH2:2][O:1]3)[CH2:6][CH2:7]2)(=[O:14])=[O:13])=[CH:16][CH:17]=1. Reported procedure: To a stirred solution of 1,4-dioxaspiro[4.5]decan-8-ol (Intermediate M) (99.8 g, 0.63 mol) in pyridine (450 mLs) at 0° C. under nitrogen was added tosylchloride (132.4 g, 0.69 mol) portionwise such that T<2° C. On complete addition, the mixture was allowed to warm slowly to room temperature and stirred at room temperature overnight. Treated with water (750 mL) and extracted with EtOAc (500 mL then 2×250 mL). Combined extracts were washed with 3N HCl (3×300 mL), brine (300 mL) and dried over Na2S... Reactants: C([O-])([O-])=O.[Na+].[Na+] (sodium carbonate), N(=[N+]=[N-])CC=1C(=CC(=NC1)F)C1=CC=CC2=C1SC(=C2)C2=NC(=NC=C2F)NCCN2C(NCC2)=O (1-(2-{4-[7-(5-azidomethyl-2-fluoro-pyridin-4-yl)-benzo[b]thiophen-2-yl]-5-fluoro-pyrimidin-2-ylamino}-ethyl)-imidazolidin-2-one), C(=O)O.NN (hydrazine formic acid salt). The reagents and catalysts are [Ni] (Raney Nickel). Run in C(C)O (ethanol). Conditions: time 3 hour. Product: NCC=1C(=CC(=NC1)F)C1=CC=CC2=C1SC(=C2)C2=NC(=NC=C2F)NCCN2C(NCC2)=O (1-(2-{4-[7-(5-(Aminomethyl)-2-fluoropyridin-4-yl)benzo[b]thiophen-2-yl]-5-fluoropyrimidin-2-ylamino}ethyl)imidazolidin-2-one). The yield is 0.3%. RXN SMILES: [N:1]([CH2:4][C:5]1[C:6]([C:12]2[C:17]3[S:18][C:19]([C:21]4[C:26]([F:27])=[CH:25][N:24]=[C:23]([NH:28][CH2:29][CH2:30][N:31]5[CH2:35][CH2:34][NH:33][C:32]5=[O:36])[N:22]=4)=[CH:20][C:16]=3[CH:15]=[CH:14][CH:13]=2)=[CH:7][C:8]([F:11])=[N:9][CH:10]=1)=[N+]=[N-].C(O)=O.NN.C(=O)([O-])[O-].[Na+].[Na+]>C(O)C.[Ni]>[NH2:1][CH2:4][C:5]1[C:6]([C:12]2[C:17]3[S:18][C:19]([C:21]4[C:26]([F:27])=[CH:25][N:24]=[C:23]([NH:28][CH2:29][CH2:30][N:31]5[CH2:35][CH2:34][NH:33][C:32]5=[O:36])[N:22]=4)=[CH:20][C:16]=3[CH:15]=[CH:14][CH:13]=2)=[CH:7][C:8]([F:11])=[N:9][CH:10]=1 |f:1.2,3.4.5|. Procedure: To a solution of 1-(2-{4-[7-(5-azidomethyl-2-fluoro-pyridin-4-yl)-benzo[b]thiophen-2-yl]-5-fluoro-pyrimidin-2-ylamino}-ethyl)-imidazolidin-2-one (105 mg, 0.3 mmol) in ethanol (10 mL) in a round bottom flask add 2 g hydrazine formic acid salt (1:1) and 0.5 g of Raney Nickel. Stir the mixture for 3 hours at room temperature. Pour the reaction mixture diluted sodium carbonate solution. Abstract the product into chloroform, and wash with water and saturated aqueous sodium chloride. Separate organic ...